This data is from the Open Reaction Database (ORD), a public repository of structured organic reaction records. The task is: describe an organic reaction: reactants, conditions, products, and yield Reactants: C(C(C)(C)C)(=O)Cl (Pivaloyl chloride), C(C1=CC=CC=C1)OCCC(CCO)O (5-Benzyloxy-1,3-pentanediol), C(=O)=O.CC(=O)C (dry ice acetone). The solvent is CO (methanol), C(Cl)Cl (CH2Cl2), N1=CC=CC=C1 (pyridine). Run at time 15 hour. Product: C(C(C)(C)C)(=O)OCCC(CCOCC1=CC=CC=C1)O (1-Pivaloyloxy-5-benzyloxy-3-pentanol). As a reaction SMILES: [C:1](Cl)(=[O:6])[C:2]([CH3:5])([CH3:4])[CH3:3].[CH2:8]([O:15][CH2:16][CH2:17][CH:18]([OH:22])[CH2:19][CH2:20][OH:21])[C:9]1[CH:14]=[CH:13][CH:12]=[CH:11][CH:10]=1.C(=O)=O.CC(C)=O>N1C=CC=CC=1.CO.C(Cl)Cl>[C:1]([O:21][CH2:20][CH2:19][CH:18]([OH:22])[CH2:17][CH2:16][O:15][CH2:8][C:9]1[CH:14]=[CH:13][CH:12]=[CH:11][CH:10]=1)(=[O:6])[C:2]([CH3:5])([CH3:4])[CH3:3] |f:2.3|. Reported procedure: Pivaloyl chloride (2.070 ml, 17.1 mmol) was added slowly to a solution of 5-benzyloxy-1,3-pentanediol (39, 16.3 mmol) in anhydrous pyridine (35 ml) at -18° C. (dry ice-acetone bath). The mixture was kept without stirring in a -20° freezer for 15 hours. The reaction mixture was then diluted with methanol (1 ml) and CH2Cl2 (50 ml), and extracted with 10% HCl containing copper sulfate (10 g/l) until the blue color in the organic layer was removed. The aqueous layer was re-extracted with methylene c... Reactants: CC(C)(C)c1ccc(O)c(C(C)(C)C)c1, COc1ccc(CO)cc1, Cc1ccccc1, OP(O)O. Yields the product COc1ccc(Cc2cc(C(C)(C)C)cc(C(C)(C)C)c2O)cc1. Reaction SMILES: [C:1]([CH3:2])([CH3:3])([CH3:4])[c:5]1[c:6]([OH:15])[cH:7][cH:8][c:9]([C:11]([CH3:12])([CH3:13])[CH3:14])[cH:10]1.[CH3:20][O:21][c:22]1[cH:23][cH:24][c:25]([CH2:26][OH:27])[cH:28][cH:29]1.[CH3:30][c:31]1[cH:32][cH:33][cH:34][cH:35][cH:36]1.[P:16]([OH:17])([OH:18])[OH:19]>>[C:1]([CH3:2])([CH3:3])([CH3:4])[c:5]1[c:6]([OH:15])[c:7]([CH2:26][c:25]2[cH:24][cH:23][c:22]([O:21][CH3:20])[cH:29][cH:28]2)[cH:8][c:9]([C:11]([CH3:12])([CH3:13])[CH3:14])[cH:10]1. The reactants are C1CCOC1, Cc1cccc2c1NCCC2, CCN=C=NCCCN(C)C, CN(C)c1ccncc1, O=C(O)CSc1ncccc1Cl, ClCCl. Yields the product Cc1cccc2c1N(C(=O)CSc1ncccc1Cl)CCC2. As a reaction SMILES: [CH2:35]1[O:36][CH2:37][CH2:38][CH2:39]1.[CH3:13][c:14]1[cH:15][cH:16][cH:17][c:18]2[c:23]1[NH:22][CH2:21][CH2:20][CH2:19]2.[CH3:24][CH2:25][N:26]=[C:27]=[N:28][CH2:29][CH2:30][CH2:31][N:32]([CH3:33])[CH3:34].[CH3:40][N:41]([c:42]1[cH:43][cH:44][n:45][cH:46][cH:47]1)[CH3:48].[Cl:1][c:2]1[c:3]([S:8][CH2:9][C:10](=[O:11])[OH:12])[n:4][cH:5][cH:6][cH:7]1.[Cl:49][CH2:50][Cl:51]>>[Cl:1][c:2]1[c:3]([S:8][CH2:9][C:10](=[O:12])[N:22]2[CH2:21][CH2:20][CH2:19][c:18]3[cH:17][cH:16][cH:15][c:14]([CH3:13])[c:23]32)[n:4][cH:5][cH:6][cH:7]1. The reactants are OC[C@@H]1O[C@@H](OC[C@@H]1C\C=C/CCCC(=O)OC)C ((2R,4R,5S)-4-hydroxymethyl-5-[(Z)-6-methoxycarbonyl-2-hexenyl]-2-methyl-1,3-dioxane), C1(=CC=CC=C1)N=C=O (phenyl isocyanate), O (Water). Run in N1=CC=CC=C1 (pyridine). Run at time 30 minute. The product is COC(=O)CCC\C=C/C[C@@H]1[C@@H](O[C@@H](OC1)C)COC(NC1=CC=CC=C1)=O ((2R,4R,5S)-5-[(Z)-6-methoxycarbonyl-2-hexenyl]-2-methyl-4-phenylcarbamoyloxymethyl-1,3-dioxane). As a reaction SMILES: [OH:1][CH2:2][C@H:3]1[C@@H:8]([CH2:9]/[CH:10]=[CH:11]\[CH2:12][CH2:13][CH2:14][C:15]([O:17][CH3:18])=[O:16])[CH2:7][O:6][C@@H:5]([CH3:19])[O:4]1.[C:20]1([N:26]=[C:27]=[O:28])[CH:25]=[CH:24][CH:23]=[CH:22][CH:21]=1.O>N1C=CC=CC=1>[CH3:18][O:17][C:15]([CH2:14][CH2:13][CH2:12]/[CH:11]=[CH:10]\[CH2:9][C@H:8]1[CH2:7][O:6][C@@H:5]([CH3:19])[O:4][C@H:3]1[CH2:2][O:1][C:27](=[O:28])[NH:26][C:20]1[CH:25]=[CH:24][CH:23]=[CH:22][CH:21]=1)=[O:16]. Procedure: To a solution of (2R,4R,5S)-4-hydroxymethyl-5-[(Z)-6-methoxycarbonyl-2-hexenyl]-2-methyl-1,3-dioxane (108 mg) in pyridine (0.5 ml) was added phenyl isocyanate (0.1 ml) and the mixture was stirred at room temperature for 30 minutes. Water (1 ml) was added and extracted with ether and the organic layers were combined and dried over anhydrous sodium sulfate. The solvent was evaporated in vacuo and the crude product was purified with preparative TLC (hexane:ether=1:1) to give (2R,4R,5S)-5-[(Z)-6-met... The reactants are COc1ccncc1, COc1ccccc1, [Cu]I, I[Cu]I, CNC(=O)c1cc(Br)cc(C)c1N, N#C[Na], O. Yields the product CNC(=O)c1cc(C#N)cc(C)c1N. Reaction SMILES: [CH3:17][O:18][c:19]1[cH:20][cH:21][n:22][cH:23][cH:24]1.[CH3:25][O:26][c:27]1[cH:28][cH:29][cH:30][cH:31][cH:32]1.[Cu:33][I:34].[Cu:35]([I:36])[I:37].[NH2:4][c:5]1[c:6]([C:7](=[O:8])[NH:9][CH3:10])[cH:11][c:12]([Br:16])[cH:13][c:14]1[CH3:15].[Na:1][C:2]#[N:3].[OH2:38]>>[C:2](#[N:3])[c:12]1[cH:11][c:6]([C:7](=[O:8])[NH:9][CH3:10])[c:5]([NH2:4])[c:14]([CH3:15])[cH:13]1.